Dataset: the Open Reaction Database (ORD), a public repository of structured organic reaction records. Task: describe an organic reaction: reactants, conditions, products, and yield Reactants: CN(C)C=O (DMF), [BH-](OC(=O)C)(OC(=O)C)OC(=O)C.[Na+] (NaBH(OAc)3), BrC=1C=C(C(=NC1)C=O)F (5-Bromo-3-fluoropicolinaldehyde), CS(=O)(=O)N1CCNCC1 (1-(methylsulfonyl)piperazine). Run in C(Cl)Cl (DCM), O (Water), CC(=O)O (AcOH). Conditions: time 3.5 hour. Yields the product BrC=1C=C(C(=NC1)CN1CCN(CC1)S(=O)(=O)C)F (1-((5-bromo-3-fluoropyridin-2-yl)methyl)-4-(methylsulfonyl)piperazine), BrC=1C=C(C(=NC1)C(=O)N1CCN(CC1)S(=O)(=O)C)F ((5-bromo-3-fluoro-pyridin-2-yl)-(4-methanesulfonyl-piperazin-1-yl)-methanone). RXN SMILES: [Br:1][C:2]1[CH:3]=[C:4]([F:10])[C:5]([CH:8]=[O:9])=[N:6][CH:7]=1.[CH3:11][S:12]([N:15]1[CH2:20][CH2:19][NH:18][CH2:17][CH2:16]1)(=[O:14])=[O:13].CN(C=O)C.[BH-](OC(C)=O)(OC(C)=O)OC(C)=O.[Na+]>CC(O)=O.C(Cl)Cl.O>[Br:1][C:2]1[CH:3]=[C:4]([F:10])[C:5]([CH2:8][N:18]2[CH2:19][CH2:20][N:15]([S:12]([CH3:11])(=[O:14])=[O:13])[CH2:16][CH2:17]2)=[N:6][CH:7]=1.[Br:1][C:2]1[CH:3]=[C:4]([F:10])[C:5]([C:8]([N:18]2[CH2:19][CH2:20][N:15]([S:12]([CH3:11])(=[O:14])=[O:13])[CH2:16][CH2:17]2)=[O:9])=[N:6][CH:7]=1 |f:3.4|. Reported procedure: 5-Bromo-3-fluoropicolinaldehyde (94 mg, 0.46 mmol) and 1-(methylsulfonyl)piperazine (82 mg, 0.5 mmol) were stirred in AcOH (0.11 mL) and DMF (1 mL) at rt. NaBH(OAc)3 (160 mg, 0.75 mmol) was added slowly and the reaction mixture stirred at room temperature for 3.5 h. Water and DCM were added and the aqueous phase was extracted with DCM. The combined organics were dried (MgSO4), filtered and concentrated in vacuo to give 1-((5-bromo-3-fluoropyridin-2-yl)methyl)-4-(methylsulfonyl)piperazine (Interm... Starting materials: NC(C(=O)OCC)=NOC(=O)C=1C=NC=CC1C(F)(F)F (ethyl 2-amino-2-(4-trifluormethyl-3-pyridinecarbonyloxyimino)-acetate), C(C)OCC (diethyl ether). Run in mixture, C=1(C(=CC=CC1)C)C (xylene), C1(=CC=CC=C1)C (toluene). Yields the product C(C)OC(=O)C1=NOC(=N1)C=1C=NC=CC1C(F)(F)F (3-Ethoxycarbonyl-5-(4-trifluoromethyl-3-pyridyl)-1,2,4-oxadiazole). RXN SMILES: [NH2:1][C:2](=[N:8][O:9][C:10]([C:12]1[CH:13]=[N:14][CH:15]=[CH:16][C:17]=1[C:18]([F:21])([F:20])[F:19])=O)[C:3]([O:5][CH2:6][CH3:7])=[O:4].C(OCC)C>C1(C)C(C)=CC=CC=1.C1(C)C=CC=CC=1>[CH2:6]([O:5][C:3]([C:2]1[N:1]=[C:10]([C:12]2[CH:13]=[N:14][CH:15]=[CH:16][C:17]=2[C:18]([F:21])([F:20])[F:19])[O:9][N:8]=1)=[O:4])[CH3:7]. Procedure: 20 g of ethyl 2-amino-2-(4-trifluormethyl-3-pyridinecarbonyloxyimino)-acetate are dissolved in 200 ml of a mixture of xylene and toluene and admixed with 5 g of Amberlyst 15. The mixture is boiled at 125-130° C. for 6 h using a Dean-Stark apparatus. After the reaction has ended, the mixture is cooled and admixed with a small amount of diethyl ether. The mixture is filtered with suction through a glass filter frit, and the solution is then concentrated. This gives 15.8 g of the product as a yello... The reactants are COC1=CC=C(C=C1)Br (4-methoxy-bromobenzene), C1(=CC=CC=C1)B(O)O (phenyl boronic acid), ( 60 ). The product is COC1=CC=C(C=C1)C1=CC=CC=C1 (4-Methoxybiphenyl). Isolated yield 94.0%. RXN SMILES: [CH3:1][O:2][C:3]1[CH:8]=[CH:7][C:6](Br)=[CH:5][CH:4]=1.[C:10]1(B(O)O)[CH:15]=[CH:14][CH:13]=[CH:12][CH:11]=1>>[CH3:1][O:2][C:3]1[CH:8]=[CH:7][C:6]([C:10]2[CH:15]=[CH:14][CH:13]=[CH:12][CH:11]=2)=[CH:5][CH:4]=1. Reported procedure: From 4-methoxy-bromobenzene and phenyl boronic acid, yield 94%; mp 85-88° C. (lit.,8 90-91° C.); IR: 1604, 1582, 1520, 1486 and 1286; 1H NMR (400 MHz; CDCl3): 7.57-7.52 (4H, m), 7.42 (2H, t, J 7.9), 7.31 (1H, t, J 7.3), 6.99 (2H, d, J 8.8) and 3.86 (3H, s); 13C NMR (CDCl3): 159.1, 140.8, 133.8, 128.7, 128.1, 126.6, 115.7, 114.2 and 55.3; m/z (EI) 184 (100%, M+), 141 (60) and 69 (40)(Found: M+, 184.088. C13H12O2 requires M, 184.088). Starting materials: ClC1=CC(=C(C#N)C=C1F)F (4-Chloro-2,5-difluorobenzonitrile), O (Water), CC(C)(C)OC(NCCC[C@H](C=1N(C=CN1)C)O)=O ([(4R)-4-Hydroxy-4-(1-methyl-1H-imidazol-2-yl)butyl]carbamic acid 1,1-dimethylethyl ester), [H-].[Na+] (sodium hydride). The solvent is CN(C=O)C (dimethylformamide), CN(C=O)C (dimethylformamide). Reaction conditions: time 0.5 hour. Product: ClC=1C(=CC(=C(O[C@H](CCCNC(OC(C)(C)C)=O)C=2N(C=CN2)C)C1)C#N)F (1,1-Dimethylethyl [(4R)-4-(5-chloro-2-cyano-4-fluorophenoxy)-4-(1-methyl-1H-imidazol-2-yl)butyl]-carbamate). Yield: 89.3%. RXN SMILES: [CH3:1][C:2]([O:5][C:6](=[O:19])[NH:7][CH2:8][CH2:9][CH2:10][C@@H:11]([OH:18])[C:12]1[N:13]([CH3:17])[CH:14]=[CH:15][N:16]=1)([CH3:4])[CH3:3].[H-].[Na+].[Cl:22][C:23]1[C:30]([F:31])=[CH:29][C:26]([C:27]#[N:28])=[C:25](F)[CH:24]=1.O>CN(C)C=O>[Cl:22][C:23]1[C:30]([F:31])=[CH:29][C:26]([C:27]#[N:28])=[C:25]([CH:24]=1)[O:18][C@@H:11]([C:12]1[N:13]([CH3:17])[CH:14]=[CH:15][N:16]=1)[CH2:10][CH2:9][CH2:8][NH:7][C:6](=[O:19])[O:5][C:2]([CH3:1])([CH3:3])[CH3:4] |f:1.2|. Procedure details: The product of step (b) (0.24 g, 0.9 mmol) was dissolved in dry dimethylformamide (20 ml), sodium hydride (60% dispersion in oil, 0.04 g, 0.95 mmol) was added in one portion and the mixture stirred at room temperature for 0.5 h. 4-Chloro-2,5-difluorobenzonitrile (0.16 g, 0.9 mmol), as a solution in dry dimethylformamide (5 ml), was added dropwise and the reaction stirred for 18hat room temperature. Water (25 ml) was added and the reaction mixture extracted with ethyl acetate (3×60 ml). The combi... Reactants: C(C)OC(=O)CCC(OC1=C(C(=O)NC(C(=O)OC)=C)C=CC(=C1)OCC1=CSC=C1)C1=C(C=CC=C1)C (methyl (RS)-2-[2-(3-ethoxycarbonyl-1-(2-methylphenyl)propoxy)-4-(3-thienylmethoxy)benzoylamino]acrylate), C([O-])([O-])=O.[K+].[K+] (potassium carbonate). The solvent is CO (methanol). Run at time 16 hour. Product: C(=O)(O)CCC(OC1=C(C(=O)NC(C(=O)O)=C)C=CC(=C1)OCC1=CSC=C1)C1=C(C=CC=C1)C ((RS)-2-[2-(3-carboxy-1-(2-methylphenyl)propoxy)-4-(3-thienylmethoxy)benzoylamino]acrylic acid), solid. Reaction SMILES: C([O:3][C:4]([CH2:6][CH2:7][CH:8]([C:32]1[CH:37]=[CH:36][CH:35]=[CH:34][C:33]=1[CH3:38])[O:9][C:10]1[CH:24]=[C:23]([O:25][CH2:26][C:27]2[CH:31]=[CH:30][S:29][CH:28]=2)[CH:22]=[CH:21][C:11]=1[C:12]([NH:14][C:15](=[CH2:20])[C:16]([O:18]C)=[O:17])=[O:13])=[O:5])C.C(=O)([O-])[O-].[K+].[K+]>CO>[C:4]([CH2:6][CH2:7][CH:8]([C:32]1[CH:37]=[CH:36][CH:35]=[CH:34][C:33]=1[CH3:38])[O:9][C:10]1[CH:24]=[C:23]([O:25][CH2:26][C:27]2[CH:31]=[CH:30][S:29][CH:28]=2)[CH:22]=[CH:21][C:11]=1[C:12]([NH:14][C:15](=[CH2:20])[C:16]([OH:18])=[O:17])=[O:13])([OH:5])=[O:3] |f:1.2.3|. Reported procedure: A solution of methyl (RS)-2-[2-(3-ethoxycarbonyl-1-(2-methylphenyl)propoxy)-4-(3-thienylmethoxy)benzoylamino]acrylate (200 mg) in methanol (20 mL) containing 10% w/v potassium carbonate (2 mL) is stirred at ambient temperature for 16 hours and at reflux for 3 hours. The reaction mixture is partitioned between 1N HCl (50 mL) and ethyl acetate (50 mL) then the organic phase is washed with water (2×50 mL), dried over magnesium sulphate, filtered and concentrated under reduced pressure. Recrystallis... Starting materials: CC(C)(C)OP(=O)(OC(C)(C)C)C(F)(F)c1ccc(CBr)cc1, COC(=O)c1ccc(C(Cc2ccc(OC(F)(F)C(=O)OC(C)(C)C)cc2)C(=O)c2ccc(F)cc2)cc1, C1CCOC1, CC(C)(C)[O-], [K+], C1COCCOCCOCCOCCOCCO1. The product is COC(=O)c1ccc(C(Cc2ccc(OC(F)(F)C(=O)OC(C)(C)C)cc2)(Cc2ccc(C(F)(F)P(=O)(OC(C)(C)C)OC(C)(C)C)cc2)C(=O)c2ccc(F)cc2)cc1. RXN SMILES: [Br:63][CH2:64][c:65]1[cH:66][cH:67][c:68]([C:71]([F:72])([F:73])[P:74]([O:75][C:76]([CH3:77])([CH3:78])[CH3:79])([O:80][C:81]([CH3:82])([CH3:83])[CH3:84])=[O:85])[cH:69][cH:70]1.[C:1]([CH3:2])([CH3:3])([CH3:4])[O:5][C:6]([C:7]([O:8][c:9]1[cH:10][cH:11][c:12]([CH2:13][CH:14]([C:15](=[O:16])[c:17]2[cH:18][cH:19][c:20]([F:23])[cH:21][cH:22]2)[c:24]2[cH:25][cH:26][c:27]([C:28](=[O:29])[O:30][CH3:31])[cH:32][cH:33]2)[cH:34][cH:35]1)([F:36])[F:37])=[O:38].[CH2:86]1[O:87][CH2:88][CH2:89][CH2:90]1.[CH3:57][C:58]([CH3:59])([O-:60])[CH3:61].[K+:62].[O:39]1[CH2:40][CH2:41][O:42][CH2:43][CH2:44][O:45][CH2:46][CH2:47][O:48][CH2:49][CH2:50][O:51][CH2:52][CH2:53][O:54][CH2:55][CH2:56]1>>[C:1]([CH3:2])([CH3:3])([CH3:4])[O:5][C:6]([C:7]([O:8][c:9]1[cH:10][cH:11][c:12]([CH2:13][C:14]([C:15](=[O:16])[c:17]2[cH:18][cH:19][c:20]([F:23])[cH:21][cH:22]2)([c:24]2[cH:25][cH:26][c:27]([C:28](=[O:29])[O:30][CH3:31])[cH:32][cH:33]2)[CH2:64][c:65]2[cH:66][cH:67][c:68]([C:71]([F:72])([F:73])[P:74]([O:75][C:76]([CH3:77])([CH3:78])[CH3:79])([O:80][C:81]([CH3:82])([CH3:83])[CH3:84])=[O:85])[cH:69][cH:70]2)[cH:34][cH:35]1)([F:36])[F:37])=[O:38]. The reactants are C=Cc1c2c3c(cccc3n1CCC)C1CC(NC(=O)N(CC)CC)CN(C)C1C2, CCO. Yields the product CCCn1c(CC)c2c3c(cccc31)C1CC(NC(=O)N(CC)CC)CN(C)C1C2. Reaction SMILES: [CH2:1]([CH3:2])[N:3]([C:4](=[O:5])[NH:6][CH:7]1[CH2:8][N:9]([CH3:28])[CH:10]2[CH2:11][c:12]3[c:13]([CH:26]=[CH2:27])[n:14]([CH2:23][CH2:24][CH3:25])[c:15]4[cH:16][cH:17][cH:18][c:19]([c:22]34)[CH:20]2[CH2:21]1)[CH2:29][CH3:30].[CH3:31][CH2:32][OH:33]>>[CH2:1]([CH3:2])[N:3]([C:4](=[O:5])[NH:6][CH:7]1[CH2:8][N:9]([CH3:28])[CH:10]2[CH2:11][c:12]3[c:13]([CH2:26][CH3:27])[n:14]([CH2:23][CH2:24][CH3:25])[c:15]4[cH:16][cH:17][cH:18][c:19]([c:22]34)[CH:20]2[CH2:21]1)[CH2:29][CH3:30]. Reactants: CCOCc1ccc(N)nc1C, O=S(=O)(Cl)c1cc(C(F)(F)F)cc(C(F)(F)F)c1. The product is CCOCc1ccc(NS(=O)(=O)c2cc(C(F)(F)F)cc(C(F)(F)F)c2)nc1C. RXN SMILES: [CH2:1]([CH3:2])[O:3][CH2:4][c:5]1[cH:6][cH:7][c:8]([NH2:12])[n:9][c:10]1[CH3:11].[F:13][C:14]([c:15]1[cH:16][c:17]([S:25](=[O:26])(=[O:27])[Cl:28])[cH:18][c:19]([C:21]([F:22])([F:23])[F:24])[cH:20]1)([F:29])[F:30]>>[CH2:1]([CH3:2])[O:3][CH2:4][c:5]1[cH:6][cH:7][c:8]([NH:12][S:25]([c:17]2[cH:16][c:15]([C:14]([F:13])([F:29])[F:30])[cH:20][c:19]([C:21]([F:22])([F:23])[F:24])[cH:18]2)(=[O:26])=[O:27])[n:9][c:10]1[CH3:11].